From a dataset of the Open Reaction Database (ORD), a public repository of structured organic reaction records. describe an organic reaction: reactants, conditions, products, and yield Starting materials: O=C1C(CCC1)C(=O)OC (methyl 2-oxo-cyclopentanecarboxylate), C(C1=CC=CC=C1)O (benzyl alcohol), CO (methanol). Reagents/catalysts: CN(C)C=1C=CN=CC1 (DMAP). Solvent: C1CCCCC1 (cyclohexane). Conditions: time 48 hour. Yields the product O=C1C(CCC1)C(=O)OCC1=CC=CC=C1 (Benzyl 2-oxo-cyclopentanecarboxylate). As a reaction SMILES: [O:1]=[C:2]1[CH2:6][CH2:5][CH2:4][CH:3]1[C:7]([O:9][CH3:10])=[O:8].C(O)[C:12]1[CH:17]=[CH:16][CH:15]=[CH:14][CH:13]=1.CO>CN(C1C=CN=CC=1)C.C1CCCCC1>[O:1]=[C:2]1[CH2:6][CH2:5][CH2:4][CH:3]1[C:7]([O:9][CH2:10][C:12]1[CH:17]=[CH:16][CH:15]=[CH:14][CH:13]=1)=[O:8]. Procedure: In a 4-liter flask fitted with a Dean-Stark apparatus and a condenser, methyl 2-oxo-cyclopentanecarboxylate (380 mL; 3 mol), benzyl alcohol (342 mL; 3.3 mol; 1.1 eq.) and DMAP (18.3 g; 0.15 mol; 0.05 eq.) are dissolved in 1800 mL of cyclohexane. The reaction mixture is stirred for 48 hours at reflux (temperature of the mixture: 90° C.) and the methanol formed is distilled off. After cooling, the reaction mixture is concentrated and taken up in 1500 mL of dichloromethane. The organic phase is was... Starting materials: C(C)OC(=O)C=1N(S(C2=C(C1O)C=CC1=CC=CC=C12)(=O)=O)C (4-hydroxy-2-methyl-2H-naphtho[2,1-e]-1,2-thiazine-3-carboxylic acid ethyl ester-1,1-dioxide), ClC=1C=C(N)C=CC1 (3-chloroaniline). Run in C(CCl)Cl (ethylene chloride). The product is ClC=1C=C(C=CC1)NC(=O)C=1N(S(C2=C(C1O)C=CC1=CC=CC=C12)(=O)=O)C (N-(3-Chloro-phenyl)-4-hydroxy-2-methyl-2H-naphtho[2,1-e]-1,2-thiazine-3-carboxamide-1,1-dioxide). Yield: 71.0%. Reaction SMILES: C([O:3][C:4]([C:6]1[N:7]([CH3:23])[S:8](=[O:22])(=[O:21])[C:9]2[C:20]3[C:15](=[CH:16][CH:17]=[CH:18][CH:19]=3)[CH:14]=[CH:13][C:10]=2[C:11]=1[OH:12])=O)C.[Cl:24][C:25]1[CH:26]=[C:27]([CH:29]=[CH:30][CH:31]=1)[NH2:28]>C(Cl)CCl>[Cl:24][C:25]1[CH:26]=[C:27]([NH:28][C:4]([C:6]2[N:7]([CH3:23])[S:8](=[O:21])(=[O:22])[C:9]3[C:20]4[C:15](=[CH:16][CH:17]=[CH:18][CH:19]=4)[CH:14]=[CH:13][C:10]=3[C:11]=2[OH:12])=[O:3])[CH:29]=[CH:30][CH:31]=1. Reported procedure: N-(3-Chloro-phenyl)-4-hydroxy-2-methyl-2H-naphtho[2,1-e]-1,2-thiazine-3-carboxamide-1,1-dioxide was prepared analogous to Example 1 from 4-hydroxy-2-methyl-2H-naphtho[2,1-e]-1,2-thiazine-3-carboxylic acid ethyl ester-1,1-dioxide and 3-chloroaniline. Yield: 71% of theory; m.p. 248°-249° C (decomp.; from ethylene chloride). Reactants: Cl (HCl), C(=O)C=1C=CC(=C(C(=O)N)C1)O (5-formyl-2-hydroxy-benzamide), [OH-].[K+] (potassium hydroxide), C(C)(=O)O.C(C)(=O)O.IC1=CC=CC=C1 (iodobenzene diacetate). The solvent is C(C)(=O)OCC (ethyl acetate), CO (methanol). Conditions: temperature 0 celsius, time 1 hour. Yields the product O=C1OC2=C(N1)C=C(C=C2)C=O (2-Oxo-2,3-dihydro-benzooxazole-5-carbaldehyde). RXN SMILES: C(C1C=[CH:5][C:6](O)=[C:7](C=1)[C:8]([NH2:10])=O)=O.[OH-].[K+].[C:15]([OH:18])(=[O:17])C.[C:19]([OH:22])(=O)[CH3:20].I[C:24]1C=CC=CC=1.Cl>C(OCC)(=O)C.CO>[O:17]=[C:15]1[NH:10][C:8]2[CH:24]=[C:20]([CH:19]=[O:22])[CH:5]=[CH:6][C:7]=2[O:18]1 |f:1.2,3.4.5|. Procedure: To a 0° C. solution of methanol (50 mL) and 5-formyl-2-hydroxy-benzamide (Reich et al. J. Med. Chem., 2000;43(9):1670–1683) (2.0 g, 12.11 mmol) was added potassium hydroxide (1.35 g, 24.22 mmol) and then iodobenzene diacetate (3.90 g, 12.11 mmol). The reaction was stirred at 0° C. for 1 hour, then diluted with ethyl acetate (200 mL) and carefully acidified to pH 2 with 1N HCl. The organic layer was then washed with sodium chloride (2×50 mL), dried over magnesium sulfate, filtered and concentrate... Starting materials: ClB(C1=CC=CC=C1)Cl (dichloro(phenyl)borane), C1(C=CC2=CC=CC=C12)[Li] (indenyllithium). Run in C(C)OCC (diethyl ether), C(C)OCC (diethyl ether). The product is C1(C=CC2=CC=CC=C12)B(C1=CC=CC=C1)C1C=CC2=CC=CC=C12 (bis(indenyl) (phenyl)borane). Yield: 74.3%. Reaction SMILES: Cl[B:2](Cl)[C:3]1[CH:8]=[CH:7][CH:6]=[CH:5][CH:4]=1.[CH:10]1([Li])[C:18]2[C:13](=[CH:14][CH:15]=[CH:16][CH:17]=2)[CH:12]=[CH:11]1>C(OCC)C>[CH:10]1([B:2]([CH:10]2[C:18]3[C:13](=[CH:14][CH:15]=[CH:16][CH:17]=3)[CH:12]=[CH:11]2)[C:3]2[CH:8]=[CH:7][CH:6]=[CH:5][CH:4]=2)[C:18]2[C:13](=[CH:14][CH:15]=[CH:16][CH:17]=2)[CH:12]=[CH:11]1. Procedure details: In 50 ml of diethyl ether, 5.01 g (31.5 mmol) of dichloro(phenyl)borane is cooled to -78° C. and a solution of 7.70 g (63.1 mmol) of indenyllithium in 50 ml of diethyl ether is added dropwise within one hour. After warming to room temperature, the mixture is filtered, and the slightly yellow filtrate is highly concentrated in vacuo. Gradual cooling from 0° C. to -20° C. results in the formation of 7.45 g (74%) of bis(indenyl) (phenyl)borane in the form of colorless crystals. The reactants are CC=1N(C2=CC=C(C=C2C1)[N+](=O)[O-])CCC1N(CCC1)C (2-Methyl-1-(2-(1-methylpyrrolidin-2-yl)ethyl)-5-nitro-1H-indole). Reagents/catalysts: [Pd] (Pd—C). The solvent is C(C)O (ethanol). Conditions: time 8 hour. Yields the product CC=1N(C2=CC=C(C=C2C1)N)CCC1N(CCC1)C (2-Methyl-1-(2-(1-methylpyrrolidin-2-yl)ethyl)-1H-indol-5-amine). Yield: 76.0%. RXN SMILES: [CH3:1][C:2]1[N:3]([CH2:14][CH2:15][CH:16]2[CH2:20][CH2:19][CH2:18][N:17]2[CH3:21])[C:4]2[C:9]([CH:10]=1)=[CH:8][C:7]([N+:11]([O-])=O)=[CH:6][CH:5]=2>C(O)C.[Pd]>[CH3:1][C:2]1[N:3]([CH2:14][CH2:15][CH:16]2[CH2:20][CH2:19][CH2:18][N:17]2[CH3:21])[C:4]2[C:9]([CH:10]=1)=[CH:8][C:7]([NH2:11])=[CH:6][CH:5]=2. Procedure details: A solution of compound 29 (0.5 g, 1.739 mmol) in dry ethanol (3 mL) was treated with Pd—C (˜0.05 g) and flushed with hydrogen gas. The reaction was stirred under hydrogen atm. for overnight. The reaction was filtered through celite bed, washed with methanol (3×15 mL) and dried to obtain crude compound 31 (0.34 g, 77%) as a syrup. 1H NMR (DMSO-d6) δ 1.40-1.67 (m, 4H), 1.82-1.93 (m, 2H), 1.98-2.10 (m, 2H), 2.18 (s, 3H), 2.31 (s, 3H), 2.90-2.96 (m, 1H), 3.97 (t, 2H, J=7.5 Hz), 4.39 (s, 2H), 5.88 (s... Starting materials: C(C)(C)(C)OC(=O)N1C[C@H]([C@@H]([C@H](C1)OCC1=CC2=CC=CC=C2C(=C1)OC)C1=CC=C(C=C1)OCC=C)OC[C@@H]1OC(OC1)(C)C ((3S,4R,5R)-4-(4-allyloxy-phenyl)-3-[(S)-2,2-dimethyl-[1,3]dioxolan-4-ylmethoxy]-5-(4-methoxy-naphthalen-2-ylmethoxy)-piperidine-1-carboxylic acid tert-butyl ester), C1(=CC=CC=C1)P(C1=CC=CC=C1)C1=CC=CC=C1 (triphenylphosphin), CC(=O)C (acetone), [BH4-].[Li+] (lithiumborohydride). The reagents and catalysts are CC(=O)O.CC(=O)O.[Pd] (palladium-II-acetate). The solvent is O1CCCC1 (tetrahydrofuran), C(O)([O-])=O.[Na+] (sodium hydrogen carbonate). Run at temperature 5 celsius, time 4 hour. The product is C(C)(C)(C)OC(=O)N1C[C@H]([C@@H]([C@H](C1)OCC1=CC2=CC=CC=C2C(=C1)OC)C1=CC=C(C=C1)O)OC[C@@H]1OC(OC1)(C)C ((3S,4R,5R)-3-[(4S)-2,2-dimethyl-[1,3]dioxolan-4-ylmethoxy]-4-(4-hydroxy-phenyl)-5-(4-methoxy-naphthalen-2-ylmethoxy)-piperidine-1-carboxylic acid tert-butyl ester). RXN SMILES: [C:1]([O:5][C:6]([N:8]1[CH2:13][C@H:12]([O:14][CH2:15][C:16]2[CH:25]=[C:24]([O:26][CH3:27])[C:23]3[C:18](=[CH:19][CH:20]=[CH:21][CH:22]=3)[CH:17]=2)[C@@H:11]([C:28]2[CH:33]=[CH:32][C:31]([O:34]CC=C)=[CH:30][CH:29]=2)[C@H:10]([O:38][CH2:39][C@H:40]2[CH2:44][O:43][C:42]([CH3:46])([CH3:45])[O:41]2)[CH2:9]1)=[O:7])([CH3:4])([CH3:3])[CH3:2].C1(P(C2C=CC=CC=2)C2C=CC=CC=2)C=CC=CC=1.[BH4-].[Li+].CC(C)=O>O1CCCC1.C(=O)([O-])O.[Na+].CC(O)=O.CC(O)=O.[Pd]>[C:1]([O:5][C:6]([N:8]1[CH2:13][C@H:12]([O:14][CH2:15][C:16]2[CH:25]=[C:24]([O:26][CH3:27])[C:23]3[C:18](=[CH:19][CH:20]=[CH:21][CH:22]=3)[CH:17]=2)[C@@H:11]([C:28]2[CH:29]=[CH:30][C:31]([OH:34])=[CH:32][CH:33]=2)[C@H:10]([O:38][CH2:39][C@H:40]2[CH2:44][O:43][C:42]([CH3:46])([CH3:45])[O:41]2)[CH2:9]1)=[O:7])([CH3:4])([CH3:2])[CH3:3] |f:2.3,6.7,8.9.10|. Reported procedure: 0.40 g (0.63 mmol) of (3S,4R,5R)-4-(4-allyloxy-phenyl)-3-[(S)-2,2-dimethyl-[1,3]dioxolan-4-ylmethoxy]-5-(4-methoxy-naphthalen-2-ylmethoxy)-piperidine-1-carboxylic acid tert-butyl ester, 1.4 mg (0.0063 mmol) of palladium-II-acetate and 3.3 mg (0.0126 mmol) of triphenylphosphin were dissolved in 2 ml of tetrahydrofuran. After cooling to 5° C., 21.7 mg (0.947 mmol) of lithiumborohydride were added and the reaction mixture stirred for 4 hours without cooling. Thereafter, the reaction mixture was aga... Reactants: BrB(Br)Br, COc1ccc(-c2ccc3c(c2)c(Cc2ccccc2)c(-c2ccccc2)n3C)cc1, ClCCl. The product is Cn1c(-c2ccccc2)c(Cc2ccccc2)c2cc(-c3ccc(O)cc3)ccc21. As a reaction SMILES: [B:32]([Br:33])([Br:34])[Br:35].[CH2:1]([c:2]1[cH:3][cH:4][cH:5][cH:6][cH:7]1)[c:8]1[c:9](-[c:26]2[cH:27][cH:28][cH:29][cH:30][cH:31]2)[n:10]([CH3:25])[c:11]2[cH:12][cH:13][c:14](-[c:17]3[cH:18][cH:19][c:20]([O:23][CH3:24])[cH:21][cH:22]3)[cH:15][c:16]12.[Cl:36][CH2:37][Cl:38]>>[CH2:1]([c:2]1[cH:3][cH:4][cH:5][cH:6][cH:7]1)[c:8]1[c:9](-[c:26]2[cH:27][cH:28][cH:29][cH:30][cH:31]2)[n:10]([CH3:25])[c:11]2[cH:12][cH:13][c:14](-[c:17]3[cH:18][cH:19][c:20]([OH:23])[cH:21][cH:22]3)[cH:15][c:16]12. Reactants: Cl (HCl), Cl (HCl), Cl.CCOCC (HCl Et2O), Cl.Cl.FC=1C=C2C(=CNC2=CC1)CCC1C(COC=2C1=C1C=CC=NC1=CC2)N (2-(5-fluoro-1H-indol-3-yl)ethyl-2,3-dihydro-1H-pyrano[3,2-f]quinolin-2-amine bis-hydrochloride salt), O (H2O). The solvent is C(C)(=O)OCC (ethyl acetate). The product is FC=1C=C2C(=CNC2=CC1)CCC1C(COC=2C1=C1C=CC=NC1=CC2)N (2-(5-fluoro-1H-indol-3-yl)ethyl-2,3-dihydro-1H-pyrano[3,2-f]quinolin-2-amine). RXN SMILES: Cl.Cl.CCOCC.Cl.Cl.[F:10][C:11]1[CH:12]=[C:13]2[C:17](=[CH:18][CH:19]=1)[NH:16][CH:15]=[C:14]2[CH2:20][CH2:21][CH:22]1[C:27]2=[C:28]3[C:33](=[CH:34][CH:35]=[C:26]2[O:25][CH2:24][CH:23]1[NH2:36])[N:32]=[CH:31][CH:30]=[CH:29]3.O>C(OCC)(=O)C>[F:10][C:11]1[CH:12]=[C:13]2[C:17](=[CH:18][CH:19]=1)[NH:16][CH:15]=[C:14]2[CH2:20][CH2:21][CH:22]1[C:27]2=[C:28]3[C:33](=[CH:34][CH:35]=[C:26]2[O:25][CH2:24][CH:23]1[NH2:36])[N:32]=[CH:31][CH:30]=[CH:29]3 |f:1.2,3.4.5|. Reported procedure: A solution of 2,3-dihydro-1H-pyrano[3,2-f]quinolin-2-amine (intermediate 1a) (0.42 g, 2.1 mmol), 3-(2-bromoethyl)-5-fluoro-1H-indole (0.39 g, 1.60 mmol), and triethylamine (0.22 mL, 3.20 mmol) in anhydrous dimethylsulfoxide (20 ml) was stirred at 100° C. for 9 hrs. The reaction mixture was poured into ice-H2O and extracted with methylene chloride. The organic layer was dried over anhydrous sodium sulfate, filtered and concentrated under vacuum. Chromatography (2% MeOH/CH2Cl2) afforded 0.22 g (38... The reactants are [BH4-], CCC(CC)CCN, CO, NC(=O)c1cnc(Oc2ccc(C=O)cc2F)cn1, [Na+]. Product: CCC(CC)CCNCc1ccc(Oc2cnc(C(N)=O)cn2)c(F)c1. As a reaction SMILES: [BH4-:28].[CH2:20]([CH3:21])[CH:22]([CH2:23][CH2:24][NH2:25])[CH2:26][CH3:27].[CH3:30][OH:31].[F:1][c:2]1[c:3]([O:4][c:5]2[n:6][cH:7][c:8]([C:11](=[O:12])[NH2:13])[n:9][cH:10]2)[cH:14][cH:15][c:16]([CH:18]=[O:19])[cH:17]1.[Na+:29]>>[F:1][c:2]1[c:3]([O:4][c:5]2[n:6][cH:7][c:8]([C:11](=[O:12])[NH2:13])[n:9][cH:10]2)[cH:14][cH:15][c:16]([CH2:18][NH:25][CH2:24][CH2:23][CH:22]([CH2:20][CH3:21])[CH2:26][CH3:27])[cH:17]1. The reactants are Nc1nc2ccc(Br)cn2n1, O=C(Cl)c1cccnc1, Cl. The product is O=C(Nc1nc2ccc(Br)cn2n1)c1cccnc1, Cl. As a reaction SMILES: [Br:1][c:2]1[cH:3][cH:4][c:5]2[n:6]([cH:7]1)[n:8][c:9]([NH2:11])[n:10]2.[C:13]([c:14]1[cH:15][n:16][cH:17][cH:18][cH:19]1)(=[O:20])[Cl:21].[ClH:12]>>[Br:1][c:2]1[cH:3][cH:4][c:5]2[n:6]([cH:7]1)[n:8][c:9]([NH:11][C:13]([c:14]1[cH:15][n:16][cH:17][cH:18][cH:19]1)=[O:20])[n:10]2.[ClH:21].